Dataset: the Open Reaction Database (ORD), a public repository of structured organic reaction records. Task: describe an organic reaction: reactants, conditions, products, and yield The reactants are Cl.Cl.OC1=CC2=C(CCN(CC2)CC)C=N1 (3-hydroxy-7-ethyl-6,7,8,9-tetrahydro-5H-pyrido[3,4-d]azepine dihydrochloride), P(=O)(Cl)(Cl)Cl (phosphorus oxychloride). Product: ClC1=CC2=C(CCN(CC2)CC)C=N1 (3-Chloro-7-ethyl-6,7,8,9-tetrahydro-5H-pyrido[3,4-d]azepine). RXN SMILES: Cl.Cl.O[C:4]1[N:16]=[CH:15][C:7]2[CH2:8][CH2:9][N:10]([CH2:13][CH3:14])[CH2:11][CH2:12][C:6]=2[CH:5]=1.P(Cl)(Cl)([Cl:19])=O>>[Cl:19][C:4]1[N:16]=[CH:15][C:7]2[CH2:8][CH2:9][N:10]([CH2:13][CH3:14])[CH2:11][CH2:12][C:6]=2[CH:5]=1 |f:0.1.2|. Reported procedure: Prepared from 3-hydroxy-7-ethyl-6,7,8,9-tetrahydro-5H-pyrido[3,4-d]azepine dihydrochloride by reaction with phosphorus oxychloride at 130° C.